From a dataset of the Open Reaction Database (ORD), a public repository of structured organic reaction records. describe an organic reaction: reactants, conditions, products, and yield Starting materials: [OH-].[Na+] (NaOH), C(C=C)#N (acrylonitrile), FC1=CC=C(C=C1)N1N=CC2=CC(=CC=C12)C(=NNS(=O)(=O)C1=CC=C(C=C1)C)C1=CC=CC=C1 (N′-((1-(4-fluorophenyl)-1H-indazol-5-yl)(phenyl)methylene)-4-methylbenzenesulfonohydrazide), Cl (HCl). The solvent is O1CCOCC1 (dioxane), [Cl-].[Na+].O (brine). Run at time 1 hour. The product is FC1=CC=C(C=C1)N1N=CC2=CC(=CC=C12)C1(C(C1)C#N)C1=CC=CC=C1 (2-(1-(4-fluorophenyl)-1H-indazol-5-yl)-2-phenylcyclopropanecarbonitrile). Isolated yield 20.6%. RXN SMILES: [F:1][C:2]1[CH:7]=[CH:6][C:5]([N:8]2[C:16]3[C:11](=[CH:12][C:13]([C:17]([C:30]4[CH:35]=[CH:34][CH:33]=[CH:32][CH:31]=4)=NNS(C4C=CC(C)=CC=4)(=O)=O)=[CH:14][CH:15]=3)[CH:10]=[N:9]2)=[CH:4][CH:3]=1.[OH-].[Na+].Cl.[C:39](#[N:42])[CH:40]=[CH2:41]>O1CCOCC1.[Cl-].[Na+].O>[F:1][C:2]1[CH:7]=[CH:6][C:5]([N:8]2[C:16]3[C:11](=[CH:12][C:13]([C:17]4([C:30]5[CH:35]=[CH:34][CH:33]=[CH:32][CH:31]=5)[CH2:41][CH:40]4[C:39]#[N:42])=[CH:14][CH:15]=3)[CH:10]=[N:9]2)=[CH:4][CH:3]=1 |f:1.2,6.7.8|. Procedure: (c)(d) N′-((1-(4-fluorophenyl)-1H-indazol-5-yl)(phenyl)methylene)-4-methylbenzenesulfonohydrazide (1.82 g, 3.77 mmol) was dissolved in 20 mL of dioxane and 20 mL of a 50% aqueous NaOH solution and heated at 85 C. After 1 h, the reaction mixture was adjusted to pH 4-5 with conc HCl and extracted 2× EtOAc. The organic layers were dried over MgSO4, filtered, concentrated, and the crude product was taken to the next step. Crude residue was dissolved in 20 mL of benzene and acrylonitrile (4 mmol) was...